The task is: describe an organic reaction: reactants, conditions, products, and yield. This data is from the Open Reaction Database (ORD), a public repository of structured organic reaction records. The reactants are C(C)(C)(C)C(=O)N(C(=O)C(C)(C)C)C1=CC(=C(CBr)C=C1)OCC(F)(F)F (4-(N,N-di-(tert-butylcarbonyl)amino)-2-(2,2,2-trifluoroethoxy)benzyl bromide), [C-]#N.[Na+] (NaCN), CN(C)C=O (DMF). Conditions: time 24 hour. The product is C(C)(C)(C)C(=O)N(C(=O)C(C)(C)C)C1=CC(=C(C=C1)CC#N)OCC(F)(F)F (4-(N,N-di-(tert-butylcarbonyl)amino)-2-(2,2,2-trifluoroethoxy)phenyl-acetonitrile), C(C)(C)(C)C(=O)NC1=CC(=C(C=C1)CC#N)OCC(F)(F)F (4-(tert-butylcarbonylamino)-2-(2,2,2-trifluoroethoxy)-phenylacetonitrile). Yield: 15.0%. RXN SMILES: [C:1]([C:5]([N:7]([C:14]1[CH:21]=[CH:20][C:17]([CH2:18]Br)=[C:16]([O:22][CH2:23][C:24]([F:27])([F:26])[F:25])[CH:15]=1)[C:8]([C:10]([CH3:13])([CH3:12])[CH3:11])=[O:9])=[O:6])([CH3:4])([CH3:3])[CH3:2].[C-:28]#N.[Na+].[CH3:31][N:32]([CH:34]=O)C>>[C:1]([C:5]([N:7]([C:14]1[CH:21]=[CH:20][C:17]([CH2:18][C:31]#[N:32])=[C:16]([O:22][CH2:23][C:24]([F:27])([F:26])[F:25])[CH:15]=1)[C:8]([C:10]([CH3:13])([CH3:12])[CH3:11])=[O:9])=[O:6])([CH3:4])([CH3:3])[CH3:2].[C:1]([C:5]([NH:7][C:14]1[CH:21]=[CH:20][C:17]([CH2:28][C:34]#[N:32])=[C:16]([O:22][CH2:23][C:24]([F:26])([F:27])[F:25])[CH:15]=1)=[O:6])([CH3:4])([CH3:3])[CH3:2] |f:1.2|. Procedure: To a stirred solution of 4-(N,N-di-(tert-butyl-carbonyl)-amino)-2-(2,2,2-trifluoroethoxy)benzyl bromide (1.5 g, 3.2 mmol) from Step 4 above in DMF (20 mL) was added NaCN (0.23 g, 4.8 mmol). The mixture was stirred at ambient temperature for 24 h. The solvent was removed under reduced pressure and the residue was purified by pressurized silica gel column chromatography using 15% EtOAc:hexanes as eluant to give an inseparable mixture (~3:1) of 4-(N,N-di-(tert-butylcarbonyl)amino)-2-(2,2,2-trifluor... Starting materials: COC1=CC=C(C=C1)C1=CC=CC2=CC(=CC=C12)OC (4-methoxy-phenyl-6-methoxynaphthalene), C([O-])([O-])=O.[Cs+].[Cs+] (cesium carbonate), C(C)(=O)OCC.O (ethyl acetate water), Cl.ClCCN1CCCCC1 (2-chloroethylpiperidine hydrochloride). The solvent is CN(C=O)C (N,N-dimethylformamide). Conditions: time 15 minute. The product is Cl.N1(CCCCC1)CCOC1=CC=C(OC2=C(C=CC3=CC(=CC=C23)OC)C2=CC=C(C=C2)OC)C=C1 (1-[4-[2-(1-piperdinyl)ethoxy]-phenoxy]-2-(4-methoxyphenyl)-6-methoxynaphthalene hydrochloride). Yield: 88.0%. Reaction SMILES: [CH3:1][O:2][C:3]1[CH:8]=[CH:7][C:6]([C:9]2[C:18]3[C:13](=[CH:14][C:15](OC)=[CH:16][CH:17]=3)[CH:12]=CC=2)=[CH:5][CH:4]=1.[C:21](=[O:24])([O-])[O-].[Cs+].[Cs+].Cl.[Cl:28][CH2:29][CH2:30][N:31]1[CH2:36][CH2:35][CH2:34][CH2:33][CH2:32]1.[C:37]([O:40][CH2:41][CH3:42])(=O)[CH3:38].[OH2:43]>CN(C)C=O>[ClH:28].[N:31]1([CH2:30][CH2:29][O:43][C:3]2[CH:4]=[CH:5][C:37]([O:40][C:41]3[C:42]4[C:16](=[CH:15][C:14]([O:24][CH3:21])=[CH:13][CH:12]=4)[CH:17]=[CH:18][C:9]=3[C:6]3[CH:5]=[CH:4][C:3]([O:2][CH3:1])=[CH:8][CH:7]=3)=[CH:38][CH:8]=2)[CH2:36][CH2:35][CH2:34][CH2:33][CH2:32]1 |f:1.2.3,4.5,6.7,9.10|. Procedure: To a solution of 1-(4-hydroxy)phenoxy-2-(4-methoxy-phenyl-6-methoxynaphthalene (865 mg, 2.32 mmol) in 15 mL of anhydrous N,N-dimethylformamide under N2 was added cesium carbonate (3.0 g, 9.2 mmol). After stirring for 15 minutes, 2-chloroethylpiperidine hydrochloride (540 mg, 2.90 mmol) was added. The resulting mixture was stirred vigorously for 24 hours, then distributed between ethyl acetate/water (200 mL ea.). The layers were separated, and the organic layer was washed several times with water... The reactants are Clc1nc(-n2cnc3cc(Cl)c(Cl)cc32)c2nc[nH]c2n1, NC1CCC(N)CC1. RXN SMILES: [Cl:9][c:10]1[n:11][c:12](-[n:19]2[cH:20][n:21][c:22]3[c:23]2[cH:24][c:25]([Cl:29])[c:26]([Cl:28])[cH:27]3)[c:13]2[n:14][cH:15][nH:16][c:17]2[n:18]1.[NH2:1][CH:2]1[CH2:3][CH2:4][CH:5]([NH2:8])[CH2:6][CH2:7]1>>[ClH:9].[NH:1]([CH:2]1[CH2:3][CH2:4][CH:5]([NH2:8])[CH2:6][CH2:7]1)[c:10]1[n:11][c:12](-[n:19]2[cH:20][n:21][c:22]3[c:23]2[cH:24][c:25]([Cl:29])[c:26]([Cl:28])[cH:27]3)[c:13]2[n:14][cH:15][nH:16][c:17]2[n:18]1. The product is Cl, NC1CCC(Nc2nc(-n3cnc4cc(Cl)c(Cl)cc43)c3nc[nH]c3n2)CC1. The reactants are O=C1CCC(=O)N1I, O=C(O)C(F)(F)F, CCOC(=O)c1cc(-c2ccccc2)on1. Product: CCOC(=O)c1noc(-c2ccccc2)c1I. As a reaction SMILES: [I:17][N:18]1[C:19](=[O:20])[CH2:21][CH2:22][C:23]1=[O:24].[OH:25][C:26]([C:27]([F:28])([F:29])[F:30])=[O:31].[c:1]1(-[c:7]2[cH:8][c:9]([C:12](=[O:13])[O:14][CH2:15][CH3:16])[n:10][o:11]2)[cH:2][cH:3][cH:4][cH:5][cH:6]1>>[c:1]1(-[c:7]2[c:8]([I:17])[c:9]([C:12](=[O:13])[O:14][CH2:15][CH3:16])[n:10][o:11]2)[cH:2][cH:3][cH:4][cH:5][cH:6]1. Reactants: C=CC1(C(O[SiH2]C(C)(C)C)(c2ccccc2)c2ccccc2)OC(OC(C)=O)C(OC(C)=O)C1OCc1ccccc1, O=C(Nc1ncnc2nc[nH]c12)c1ccccc1, CC#N, C[Si](C)(C)OS(=O)(=O)C(F)(F)F. Product: C=CC1(C(O[SiH2]C(C)(C)C)(c2ccccc2)c2ccccc2)OC(n2cnc3c(NC(=O)c4ccccc4)ncnc32)C(OC(C)=O)C1OCc1ccccc1. RXN SMILES: [C:1]([CH3:2])(=[O:3])[O:4][CH:5]1[CH:6]([O:39][C:40](=[O:41])[CH3:42])[O:7][C:8]([CH:18]=[CH2:19])([C:20]([O:21][SiH2:22][C:23]([CH3:24])([CH3:25])[CH3:26])([c:27]2[cH:28][cH:29][cH:30][cH:31][cH:32]2)[c:33]2[cH:34][cH:35][cH:36][cH:37][cH:38]2)[CH:9]1[O:10][CH2:11][c:12]1[cH:13][cH:14][cH:15][cH:16][cH:17]1.[C:55]([c:56]1[cH:57][cH:58][cH:59][cH:60][cH:61]1)(=[O:62])[NH:63][c:64]1[c:65]2[nH:66][cH:67][n:68][c:69]2[n:70][cH:71][n:72]1.[CH3:73][C:74]#[N:75].[S:43]([O:44][Si:45]([CH3:46])([CH3:47])[CH3:48])([C:49]([F:50])([F:51])[F:52])(=[O:53])=[O:54]>>[C:1]([CH3:2])(=[O:3])[O:4][CH:5]1[CH:6]([n:68]2[cH:67][n:66][c:65]3[c:64]([NH:63][C:55]([c:56]4[cH:57][cH:58][cH:59][cH:60][cH:61]4)=[O:62])[n:72][cH:71][n:70][c:69]32)[O:7][C:8]([CH:18]=[CH2:19])([C:20]([O:21][SiH2:22][C:23]([CH3:24])([CH3:25])[CH3:26])([c:27]2[cH:28][cH:29][cH:30][cH:31][cH:32]2)[c:33]2[cH:34][cH:35][cH:36][cH:37][cH:38]2)[CH:9]1[O:10][CH2:11][c:12]1[cH:13][cH:14][cH:15][cH:16][cH:17]1.